This data is from the Open Reaction Database (ORD), a public repository of structured organic reaction records. The task is: describe an organic reaction: reactants, conditions, products, and yield Starting materials: ClC1=CC=C(C=C1)CCC1(OC1)C (2-[2-(4-chlorophenyl)ethyl]-2-methyloxirane), ClC1=C(C=CC=C1)S (2-chlorothiophenol), C([O-])([O-])=O.[K+].[K+] (potassium carbonate). Run in CC(=O)C (acetone). Product: ClC1=CC=C(C=C1)CCC(CSC1=C(C=CC=C1)Cl)(O)C (4-(4-chlorophenyl)-1-(2-chlorophenylthio)-2-methyl-2-butanol). RXN SMILES: [Cl:1][C:2]1[CH:7]=[CH:6][C:5]([CH2:8][CH2:9][C:10]2([CH3:13])[CH2:12][O:11]2)=[CH:4][CH:3]=1.[Cl:14][C:15]1[CH:20]=[CH:19][CH:18]=[CH:17][C:16]=1[SH:21].C(=O)([O-])[O-].[K+].[K+]>CC(C)=O>[Cl:1][C:2]1[CH:7]=[CH:6][C:5]([CH2:8][CH2:9][C:10]([CH3:13])([OH:11])[CH2:12][S:21][C:16]2[CH:17]=[CH:18][CH:19]=[CH:20][C:15]=2[Cl:14])=[CH:4][CH:3]=1 |f:2.3.4|. Reported procedure: A mixture of 4 g. of 2-[2-(4-chlorophenyl)ethyl]-2-methyloxirane, 3.6 g. of 2-chlorothiophenol and 500 mg. of anhydrous potassium carbonate in 50 ml. of acetone is stirred at reflux for approximately 3 hours. The solvent is then evaporated and 200 ml. of ether is added to the residue. The resulting mixture is washed with water (3 × 40 ml.), dried (MgSO4) and evaporated to afford 4-(4-chlorophenyl)-1-(2-chlorophenylthio)-2-methyl-2-butanol which is used directly as described later in the procedur... The reactants are CC(C)CCCC(C)C1CCC2C3CC=C4CC(OC(=O)Cl)CCC4(C)C3CCC12C, O=C([O-])O, ClC(Cl)Cl, NCCC(=O)O, [Na+], C1CCOC1, O. The product is CC(C)CCCC(C)C1CCC2C3CC=C4CC(OC(=O)NCCC(=O)O)CCC4(C)C3CCC12C. As a reaction SMILES: [C:17](=[O:18])([Cl:19])[O:20][CH:21]1[CH2:22][C:23]2=[CH:24][CH2:25][CH:26]3[CH:27]4[CH2:28][CH2:29][CH:30]([CH:31]([CH2:32][CH2:33][CH2:34][CH:35]([CH3:36])[CH3:37])[CH3:38])[C:39]4([CH3:47])[CH2:40][CH2:41][CH:42]3[C:43]2([CH3:46])[CH2:44][CH2:45]1.[C:7](=[O:8])([OH:9])[O-:10].[CH:49]([Cl:50])([Cl:51])[Cl:52].[NH2:1][CH2:2][CH2:3][C:4](=[O:5])[OH:6].[Na+:11].[O:12]1[CH2:13][CH2:14][CH2:15][CH2:16]1.[OH2:48]>>[NH:1]([CH2:2][CH2:3][C:4](=[O:5])[OH:6])[C:17](=[O:18])[O:20][CH:21]1[CH2:22][C:23]2=[CH:24][CH2:25][CH:26]3[CH:27]4[CH2:28][CH2:29][CH:30]([CH:31]([CH2:32][CH2:33][CH2:34][CH:35]([CH3:36])[CH3:37])[CH3:38])[C:39]4([CH3:47])[CH2:40][CH2:41][CH:42]3[C:43]2([CH3:46])[CH2:44][CH2:45]1. Starting materials: Cl.Cl.CN(C1=CC=C(C=N1)B(O)O)C (6-(dimethyl-amino)pyridin-3-yl boronic acid dihydrochloride), C([O-])([O-])=O.[K+].[K+] (Potassium carbonate), Cl.Cl.CN(C1=CC=C(C=N1)B(O)O)C (6-(dimethylamino)pyridin-3-yl boronic acid dihydrochloride), C(C)(=O)C=1C=C(C(=NC1)OCC)C=1NC(C=2C(N1)=C(N(N2)C)Br)=O (5-(5-Acetyl-2-ethoxy-3-pyridinyl)-3-bromo-2-methyl-2,6-dihydro-7H-pyrazolo[4,3-d]pyrimidin-7-one). Reagents/catalysts: C=1C=CC(=CC1)[P](C=2C=CC=CC2)(C=3C=CC=CC3)[Pd]([P](C=4C=CC=CC4)(C=5C=CC=CC5)C=6C=CC=CC6)([P](C=7C=CC=CC7)(C=8C=CC=CC8)C=9C=CC=CC9)[P](C=1C=CC=CC1)(C=1C=CC=CC1)C=1C=CC=CC1 (Pd(PPh3)4), C=1C=CC(=CC1)[P](C=2C=CC=CC2)(C=3C=CC=CC3)[Pd]([P](C=4C=CC=CC4)(C=5C=CC=CC5)C=6C=CC=CC6)([P](C=7C=CC=CC7)(C=8C=CC=CC8)C=9C=CC=CC9)[P](C=1C=CC=CC1)(C=1C=CC=CC1)C=1C=CC=CC1 (Pd(PPh3)4). Solvent: O1CCOCC1.O (dioxan water). Reaction conditions: time 5 minute. The product is C(C)(=O)C=1C=C(C(=NC1)OCC)C=1NC(C=2C(N1)=C(N(N2)C)C=2C=NC(=CC2)N(C)C)=O (5-(5-Acetyl-2-ethoxy-3-pyridinyl)-3-[6-(dimethylamino)-3-pyridinyl]-2-methyl-2,6-dihydro-7H-pyrazolo[4,3-d]pyrimidin-7-one). The yield is 53.2%. RXN SMILES: C(=O)([O-])[O-].[K+].[K+].Cl.Cl.[CH3:9][N:10]([CH3:20])[C:11]1[N:16]=[CH:15][C:14](B(O)O)=[CH:13][CH:12]=1.[C:21]([C:24]1[CH:25]=[C:26]([C:33]2[NH:34][C:35](=[O:44])[C:36]3[C:37](=[C:39](Br)[N:40]([CH3:42])[N:41]=3)[N:38]=2)[C:27]([O:30][CH2:31][CH3:32])=[N:28][CH:29]=1)(=[O:23])[CH3:22]>O1CCOCC1.O.C1C=CC([P]([Pd]([P](C2C=CC=CC=2)(C2C=CC=CC=2)C2C=CC=CC=2)([P](C2C=CC=CC=2)(C2C=CC=CC=2)C2C=CC=CC=2)[P](C2C=CC=CC=2)(C2C=CC=CC=2)C2C=CC=CC=2)(C2C=CC=CC=2)C2C=CC=CC=2)=CC=1>[C:21]([C:24]1[CH:25]=[C:26]([C:33]2[NH:34][C:35](=[O:44])[C:36]3[C:37](=[C:39]([C:14]4[CH:15]=[N:16][C:11]([N:10]([CH3:20])[CH3:9])=[CH:12][CH:13]=4)[N:40]([CH3:42])[N:41]=3)[N:38]=2)[C:27]([O:30][CH2:31][CH3:32])=[N:28][CH:29]=1)(=[O:23])[CH3:22] |f:0.1.2,3.4.5,7.8,^1:55,57,76,95|. Procedure details: Potassium carbonate (35 mg, 0.25 mmol), 6-(dimethylamino)pyridin-3-yl boronic acid dihydrochloride (42 mg, 0.25 mmol) and 5-(5-acetyl-2-ethoxy-3-pyridinyl)-3-bromo-2-methyl-2,6-dihydro-7H-pyrazolo[4,3-d]-pyrimidin-7-one (Example 58) (50 mg, 0.13 mmol) were suspended in dioxan/water (2 mL of a 4:1 mix) and the reaction mixture was immersed in a pre-heated oil bath (120° C.) for 5 min. The mixture was cooled and Pd(PPh3)4 (14 mg, 0.012 mmol) was added. The mixture was reheated to reflux for 2 h. M... Reactants: BrB(Br)Br, COc1cc(F)cc(Br)c1, ClCCl. The product is Oc1cc(F)cc(Br)c1. As a reaction SMILES: [B:11]([Br:12])([Br:13])[Br:14].[Br:1][c:2]1[cH:3][c:4]([F:10])[cH:5][c:6]([O:8][CH3:9])[cH:7]1.[Cl:15][CH2:16][Cl:17]>>[Br:1][c:2]1[cH:3][c:4]([F:10])[cH:5][c:6]([OH:8])[cH:7]1. Reactants: CO, CSc1nncc(-c2cccc(C(F)(F)F)c2)n1, [Na], O=C=O. The product is COc1nncc(-c2cccc(C(F)(F)F)c2)n1. As a reaction SMILES: [CH3:23][OH:24].[CH3:2][S:3][c:4]1[n:5][n:6][cH:7][c:8](-[c:10]2[cH:11][c:12]([C:16]([F:17])([F:18])[F:19])[cH:13][cH:14][cH:15]2)[n:9]1.[Na:1].[O:20]=[C:21]=[O:22]>>[c:4]1([O:20][CH3:21])[n:5][n:6][cH:7][c:8](-[c:10]2[cH:11][c:12]([C:16]([F:17])([F:18])[F:19])[cH:13][cH:14][cH:15]2)[n:9]1. The reactants are COC(C1=CC=C(C=C1)N)=O (4-amino-benzoic acid methyl ester), C([O-])(O)=O.[Na+] (sodium bicarbonate), C(C1=CC=CC=C1)OCC(=O)Cl (benzyloxy acetyl chloride). Solvent: C(C)(=O)OCC (ethyl acetate). Conditions: time 10 hour. The product is COC(C1=CC=C(C=C1)NC(COCC1=CC=CC=C1)=O)=O (4-(2-Benzyloxy-acetylamino)-benzoic acid methyl ester). As a reaction SMILES: [CH3:1][O:2][C:3](=[O:11])[C:4]1[CH:9]=[CH:8][C:7]([NH2:10])=[CH:6][CH:5]=1.C(=O)(O)[O-].[Na+].[CH2:17]([O:24][CH2:25][C:26](Cl)=[O:27])[C:18]1[CH:23]=[CH:22][CH:21]=[CH:20][CH:19]=1>C(OCC)(=O)C>[CH3:1][O:2][C:3](=[O:11])[C:4]1[CH:9]=[CH:8][C:7]([NH:10][C:26](=[O:27])[CH2:25][O:24][CH2:17][C:18]2[CH:23]=[CH:22][CH:21]=[CH:20][CH:19]=2)=[CH:6][CH:5]=1 |f:1.2|. Reported procedure: To a mixture of 4-amino-benzoic acid methyl ester 11 (10 grams, 66.15 mmol) and sodium bicarbonate (11 grams, 131.67 mmol) in ethyl acetate (150 mL) at 0° C. is added benzyloxy acetyl chloride (16.6 grams, 89.93 mmol) drop wise. The reaction mixture is stirred at room temperature for 10 hours. The solids are filtered off. The ethyl acetate layer is washed with 5% sodium bicarbonate solution (2×25 mL), water (2×25 mL), dried over sodium sulfate, and distilled to get crude 12, which can be purifie...